Dataset: the Open Reaction Database (ORD), a public repository of structured organic reaction records. Task: describe an organic reaction: reactants, conditions, products, and yield Starting materials: CCOC(=O)c1cccc(-c2csc(-c3ccc(OC)c4oc5ccccc5c34)n2)n1, CCO, Cl, [K+], [OH-], O. The product is COc1ccc(-c2nc(-c3cccc(C(=O)O)n3)cs2)c2c1oc1ccccc12. RXN SMILES: [CH3:1][O:2][c:3]1[cH:4][cH:5][c:6](-[c:16]2[s:17][cH:18][c:19](-[c:21]3[cH:22][cH:23][cH:24][c:25]([C:27](=[O:28])[O:29][CH2:30][CH3:31])[n:26]3)[n:20]2)[c:7]2[c:8]1[o:9][c:10]1[c:11]2[cH:12][cH:13][cH:14][cH:15]1.[CH3:35][CH2:36][OH:37].[ClH:34].[K+:33].[OH-:32].[OH2:38]>>[CH3:1][O:2][c:3]1[cH:4][cH:5][c:6](-[c:16]2[s:17][cH:18][c:19](-[c:21]3[cH:22][cH:23][cH:24][c:25]([C:27](=[O:28])[OH:29])[n:26]3)[n:20]2)[c:7]2[c:8]1[o:9][c:10]1[c:11]2[cH:12][cH:13][cH:14][cH:15]1. The reactants are C(=O)([O-])[O-].[Cs+].[Cs+] (Cs2CO3), C(C)#N (acetonitrile), CS(=O)(=O)OCCC=1OC2=C(C1)C=C(C=C2)C2=CC(=CC=C2)C#N (2-[5-(3-cyanophenyl)-1-benzofuran-2-yl]ethyl methanesulfonate), mono-(L)-tartaric acid, C[C@H]1NCCC1 ((2R)-2-methylpyrrolidine), C(=O)([O-])[O-].[Cs+].[Cs+] (Cs2CO3), CC#N (MeCN), C[C@H]1NCCC1 ((2R)-2-methylpyrrolidine). The solvent is C(Cl)Cl (CH2Cl2). Conditions: temperature 40 celsius, time 4 day. Yields the product C[C@H]1N(CCC1)CCC=1OC2=C(C1)C=C(C=C2)C=2C=C(C#N)C=CC2 (3-(2-{2-[(2R)-2-methyl-1-pyrrolidinyl]ethyl}-1-benzofuran-5-yl)benzonitrile). Isolated yield 28.0%. As a reaction SMILES: CS(O[CH2:6][CH2:7][C:8]1[O:9][C:10]2[CH:16]=[CH:15][C:14]([C:17]3[CH:22]=[CH:21][CH:20]=[C:19]([C:23]#[N:24])[CH:18]=3)=[CH:13][C:11]=2[CH:12]=1)(=O)=O.[CH3:25][C@@H:26]1[CH2:30][CH2:29][CH2:28][NH:27]1.C([O-])([O-])=O.[Cs+].[Cs+].CC#N>C(Cl)Cl>[CH3:25][C@@H:26]1[CH2:30][CH2:29][CH2:28][N:27]1[CH2:6][CH2:7][C:8]1[O:9][C:10]2[CH:16]=[CH:15][C:14]([C:17]3[CH:18]=[C:19]([CH:20]=[CH:21][CH:22]=3)[C:23]#[N:24])=[CH:13][C:11]=2[CH:12]=1 |f:2.3.4|. Procedure details: The crude product from Example 112D, the mono-(L)-tartaric acid salt of (2R)-2-methylpyrrolidine (306 mg, 1.3 mmol), and Cs2CO3 (652 mg, 2.0 mmol) were stirred in an approximately 0.2 M MeCN solution of (2R)-2-methylpyrrolidine (1.6 mL, 0.3 mmol). The mixture was heated at 40° C. overnight. More Cs2CO3 (326 mg, 1.0 mmol) and acetonitrile (0.5 mL) were added and the reaction was stirred at 40° C. for four days. The mixture was cooled to room temperature, diluted with CH2Cl2, filtered, and concent... The reactants are CI (methyl iodide), C=1C=CN2C1CN(C1=C(C2)C=CC=C1)C(=O)C1=CC(=C(C=C1)C1=C([C@@H](CCC1)O)C)C ((10,11-Dihydro-5H-pyrrolo[2,1-c][1,4]benzodiazepin-10-yl)-[4-((3R)-3-hydroxy-2-methyl-cyclohex-1-en-1-yl)-3-methyl-phenyl]-methanone), [H-].[Na+] (sodium hydride), [H][H] (hydrogen), [H-].[Na+] (sodium hydride). Solvent: O1CCCC1 (tetrahydrofuran). Conditions: time 30 minute. Yields the product CO[C@H]1C(=C(CCC1)C1=C(C=C(C(=O)N2CC=3N(CC4=C2C=CC=C4)C=CC3)C=C1)C)C (10-{4-[(3R)-3-Methoxy-2-methylcyclohex-1-en-1-yl]-3-methylbenzoyl}-10,11-dihydro-5H-pyrrolo[2,1-c][1,4]benzodiazepine). Yield: 92.8%. Reaction SMILES: [CH:1]1[CH:2]=[CH:3][N:4]2[CH2:10][C:9]3[CH:11]=[CH:12][CH:13]=[CH:14][C:8]=3[N:7]([C:15]([C:17]3[CH:22]=[CH:21][C:20]([C:23]4[CH2:28][CH2:27][CH2:26][C@@H:25]([OH:29])[C:24]=4[CH3:30])=[C:19]([CH3:31])[CH:18]=3)=[O:16])[CH2:6][C:5]=12.[H-].[Na+].[H][H].[CH3:36]I>O1CCCC1>[CH3:36][O:29][C@@H:25]1[CH2:26][CH2:27][CH2:28][C:23]([C:20]2[CH:21]=[CH:22][C:17]([C:15]([N:7]3[C:8]4[CH:14]=[CH:13][CH:12]=[CH:11][C:9]=4[CH2:10][N:4]4[CH:3]=[CH:2][CH:1]=[C:5]4[CH2:6]3)=[O:16])=[CH:18][C:19]=2[CH3:31])=[C:24]1[CH3:30] |f:1.2|. Procedure details: (10,11-Dihydro-5H-pyrrolo[2,1-c][1,4]benzodiazepin-10-yl)-[4-((3R)-3-hydroxy-2-methyl-cyclohex-1-en-1-yl)-3-methyl-phenyl]-methanone of Example 41 (0.125 g, 0.303 mmol) was dissolved in anhydrous tetrahydrofuran (3.0 mL) followed by addition of sodium hydride (0.008 g, 0.333 mmol). After hydrogen gas evolution ceased (5 minutes), methyl iodide (0.038 mL, 0.606 mmol) was added and the reaction stirred for 30 minutes. Additional sodium hydride (0.008 g, 0.333 mmol) was added and stirring continued...